From a dataset of the Open Reaction Database (ORD), a public repository of structured organic reaction records. describe an organic reaction: reactants, conditions, products, and yield Starting materials: O (Water), C([O-])([O-])=O.[Cs+].[Cs+] (cesium carbonate), IC (iodometane), CC=1C=C(C=C(C1[N+](=O)[O-])C)S(=O)(=O)CCCO (3-(3,5-Dimethyl-4-nitro-benzenesulfonyl)-propan-1-ol). Run in C(C)#N (acetonitrile). Conditions: time 8 hour. Yields the product COCCCS(=O)(=O)C=1C=C(C(=C(C1)C)[N+](=O)[O-])C (5-(3-Methoxy-propane-1-sulfonyl)-1,3-dimethyl-2-nitro-benzene). RXN SMILES: [CH3:1][C:2]1[CH:3]=[C:4]([S:12]([CH2:15][CH2:16][CH2:17][OH:18])(=[O:14])=[O:13])[CH:5]=[C:6]([CH3:11])[C:7]=1[N+:8]([O-:10])=[O:9].[C:19](=O)([O-])[O-].[Cs+].[Cs+].IC.O>C(#N)C>[CH3:19][O:18][CH2:17][CH2:16][CH2:15][S:12]([C:4]1[CH:5]=[C:6]([CH3:11])[C:7]([N+:8]([O-:10])=[O:9])=[C:2]([CH3:1])[CH:3]=1)(=[O:14])=[O:13] |f:1.2.3|. Reported procedure: 3-(3,5-Dimethyl-4-nitro-benzenesulfonyl)-propan-1-ol (1.4 g) is dissolved in 20 mL of acetonitrile, cesium carbonate (3.34 g) and iodometane (638 mL) are added and the reaction mixture is stirred at room temperature overnight. Water is added and the reaction mixture is extracted with ethyl ether. The organic phase is separated, dried over sodium sulfate and concentrated under vacuum. The residue is chromatographed on silica gel (hexane/ethyl acetate 100:0→50.50) to give the title compound. Yield... Reactants: CCOC(=O)c1ccc2c(c1)CC(C)(C)C(c1cccc(-c3ccc(C(C)(C)C)cc3)c1)N2, CO, Cl, [Li+], C1CCOC1, [OH-], O, O. Product: CC(C)(C)c1ccc(-c2cccc(C3Nc4ccc(C(=O)O)cc4CC3(C)C)c2)cc1. Reaction SMILES: [CH2:1]([CH3:2])[O:3][C:4](=[O:5])[c:6]1[cH:7][c:8]2[c:13]([cH:14][cH:15]1)[NH:12][CH:11]([c:16]1[cH:17][c:18](-[c:22]3[cH:23][cH:24][c:25]([C:28]([CH3:29])([CH3:30])[CH3:31])[cH:26][cH:27]3)[cH:19][cH:20][cH:21]1)[C:10]([CH3:32])([CH3:33])[CH2:9]2.[CH3:38][OH:39].[ClH:37].[Li+:36].[O:40]1[CH2:41][CH2:42][CH2:43][CH2:44]1.[OH-:35].[OH2:34].[OH2:45]>>[O:3]=[C:4]([OH:5])[c:6]1[cH:7][c:8]2[c:13]([cH:14][cH:15]1)[NH:12][CH:11]([c:16]1[cH:17][c:18](-[c:22]3[cH:23][cH:24][c:25]([C:28]([CH3:29])([CH3:30])[CH3:31])[cH:26][cH:27]3)[cH:19][cH:20][cH:21]1)[C:10]([CH3:32])([CH3:33])[CH2:9]2. Reactants: C(C1=CC=CC=C1)NN (Benzylhydrazine), C1(=CC=CC=C1)N=C=S (Phenyl isothiocyanate). Run in C(C)(C)O (isopropanol), petroleum ether. Run at time 1 hour. Yields the product C(C1=CC=CC=C1)N(N)C(=S)NC1=CC=CC=C1 (2-Benzyl-4-phenyl-3-thiosemicarbazide). Reaction SMILES: [CH2:1]([NH:8][NH2:9])[C:2]1[CH:7]=[CH:6][CH:5]=[CH:4][CH:3]=1.[C:10]1([N:16]=[C:17]=[S:18])[CH:15]=[CH:14][CH:13]=[CH:12][CH:11]=1>C(O)(C)C>[CH2:1]([N:8]([C:17]([NH:16][C:10]1[CH:15]=[CH:14][CH:13]=[CH:12][CH:11]=1)=[S:18])[NH2:9])[C:2]1[CH:7]=[CH:6][CH:5]=[CH:4][CH:3]=1. Procedure details: Benzylhydrazine (30 g, 0.0245 mole) was dissolved in 200 ml of isopropanol and cooled to 0°-5° C. Phenyl isothiocyanate (33.1 g, 0.0245 mole) was then added dropwise in 50 ml of petroleum ether. The title compound precipitated from solution during this phase of the operation. After addition, the reaction mixture was stirred at 40°-45° C. for one hour. The title product was filtered off as a white solid, m.p. 121°-3° C., yield 43 g. Reactants: [Br-], O=N[O-], Nc1cccc2cnccc12, [Na+], [Na+], [OH-], O. Product: Brc1cccc2cnccc12. As a reaction SMILES: [Br-:16].[N:12]([O-:13])=[O:14].[NH2:1][c:2]1[c:3]2[cH:4][cH:5][n:6][cH:7][c:8]2[cH:9][cH:10][cH:11]1.[Na+:15].[Na+:18].[OH-:17].[OH2:19]>>[c:2]1([Br:16])[c:3]2[cH:4][cH:5][n:6][cH:7][c:8]2[cH:9][cH:10][cH:11]1.